This data is from the Open Reaction Database (ORD), a public repository of structured organic reaction records. The task is: describe an organic reaction: reactants, conditions, products, and yield Reactants: C(#N)C=1C(=CC(=NC1)N1CCC(CC1)N1C(NC2=C(CC1)C=C(C=C2)OC)=O)C(=O)O (5′-cyano-4-(7-methoxy-2-oxo-1,2,4,5-tetrahydro-1,3-benzodiazepin-3-yl)-3,4,5,6-tetrahydro-2H-[1,2′]bipyridinyl-4′-carboxylic acid), CN(C)C(=[N+](C)C)ON1C2=C(C=CC=C2)N=N1.[B-](F)(F)(F)F (TBTU), N1CCC2=CC=CC=C12 (2,3-dihydro-1H-indole), TEA. Solvent: CN(C)C=O (DMF). Run at time 8 hour. The product is N1(CCC2=CC=CC=C12)C(=O)C1=CC(=NC=C1C#N)N1CCC(CC1)N1C(NC2=C(CC1)C=C(C=C2)OC)=O (4′-(2,3-dihydro-indole-1-carbonyl)-4-(7-methoxy-2-oxo-1,2,4,5-tetrahydro-1,3-benzo-diazepin-3-yl)-3,4,5,6-tetrahydro-2H-[1,2′]bipyridinyl-5′-carbonitrile). Reaction SMILES: [C:1]([C:3]1[C:4]([C:29](O)=[O:30])=[CH:5][C:6]([N:9]2[CH2:14][CH2:13][CH:12]([N:15]3[CH2:21][CH2:20][C:19]4[CH:22]=[C:23]([O:26][CH3:27])[CH:24]=[CH:25][C:18]=4[NH:17][C:16]3=[O:28])[CH2:11][CH2:10]2)=[N:7][CH:8]=1)#[N:2].[NH:32]1[C:40]2[C:35](=[CH:36][CH:37]=[CH:38][CH:39]=2)[CH2:34][CH2:33]1.CN(C(ON1N=NC2C=CC=CC1=2)=[N+](C)C)C.[B-](F)(F)(F)F>CN(C=O)C>[N:32]1([C:29]([C:4]2[C:3]([C:1]#[N:2])=[CH:8][N:7]=[C:6]([N:9]3[CH2:14][CH2:13][CH:12]([N:15]4[CH2:21][CH2:20][C:19]5[CH:22]=[C:23]([O:26][CH3:27])[CH:24]=[CH:25][C:18]=5[NH:17][C:16]4=[O:28])[CH2:11][CH2:10]3)[CH:5]=2)=[O:30])[C:40]2[C:35](=[CH:36][CH:37]=[CH:38][CH:39]=2)[CH2:34][CH2:33]1 |f:2.3|. Procedure details: 0.02 g (0.48 mmol) 5′-cyano-4-(7-methoxy-2-oxo-1,2,4,5-tetrahydro-1,3-benzodiazepin-3-yl)-3,4,5,6-tetrahydro-2H-[1,2′]bipyridinyl-4′-carboxylic acid, 57 mg (0.48 mmol) 2,3-dihydro-1H-indole and 0.21 mL (1.5 mmol) TEA were placed in 3 mL DMF. 0.17 g (0.52 mmol) TBTU were added. The reaction mixture was stirred overnight at RT and then purified by HPLC. The product-containing fractions were combined and freeze-dried. Starting materials: [H-].[Al+3].[Li+].[H-].[H-].[H-] (Lithium aluminium hydride), C(CCCCC)N1C(C2C(C2C1)(C)C1=CC(=CC=C1)O)=O (3-Hexyl-6-(3-hydroxyphenyl)-6-methyl-3-azabicyclo[3.1.0]hexan-2-one), [H-].[Al+3].[Li+].[H-].[H-].[H-] (lithium aluminium hydride). The solvent is O1CCCC1 (tetrahydrofuran). Reaction conditions: time 1 hour. The product is C(CCCCC)N1CC2C(C2C1)(C)C=1C=C(C=CC1)O (3-(3-Hexyl-6-methyl-3-azabicyclo[3.1.0]hex-6-yl)phenol). Yield: 51.8%. As a reaction SMILES: [CH2:1]([N:7]1[CH2:12][CH:11]2[CH:9]([C:10]2([C:14]2[CH:19]=[CH:18][CH:17]=[C:16]([OH:20])[CH:15]=2)[CH3:13])[C:8]1=O)[CH2:2][CH2:3][CH2:4][CH2:5][CH3:6].[H-].[Al+3].[Li+].[H-].[H-].[H-]>O1CCCC1>[CH2:1]([N:7]1[CH2:12][CH:11]2[CH:9]([C:10]2([C:14]2[CH:15]=[C:16]([OH:20])[CH:17]=[CH:18][CH:19]=2)[CH3:13])[CH2:8]1)[CH2:2][CH2:3][CH2:4][CH2:5][CH3:6] |f:1.2.3.4.5.6|. Reported procedure: 3-Hexyl-6-(3-hydroxyphenyl)-6-methyl-3-azabicyclo[3.1.0]hexan-2-one (Preparation 84, 0.34 g, 1.2 mmol) was dissolved in tetrahydrofuran (10 ml). Lithium aluminium hydride (1M in diethyl ether, 1.5 ml, 1.5 mmol) was added under nitrogen and the reaction mixture was stirred for 1 h, before adding more lithium aluminium hydride (1M in diethyl ether, 3.0 ml, 3.0 mmol) and stirring the reaction mixture for 16 h. The reaction mixture was quenched by the addition of aqueous sodium hydroxide solution (1... The reactants are [Br-], CC(C)(C)OC(=O)N1CC(=O)CC1C(=O)O, CC(C)(C)[O-], C[P+](c1ccccc1)(c1ccccc1)c1ccccc1, CC1CCCO1, [K+]. The product is C=C1CC(C(=O)O)N(C(=O)OC(C)(C)C)C1. Reaction SMILES: [Br-:23].[C:7]([CH3:8])([CH3:9])([CH3:10])[O:11][C:12](=[O:13])[N:14]1[CH:15]([C:20](=[O:21])[OH:22])[CH2:16][C:17](=[O:19])[CH2:18]1.[CH3:1][C:2]([CH3:3])([O-:4])[CH3:5].[CH3:24][P+:25]([c:26]1[cH:27][cH:28][cH:29][cH:30][cH:31]1)([c:32]1[cH:33][cH:34][cH:35][cH:36][cH:37]1)[c:38]1[cH:39][cH:40][cH:41][cH:42][cH:43]1.[CH3:44][CH:45]1[CH2:46][CH2:47][CH2:48][O:49]1.[K+:6]>>[CH2:1]=[C:17]1[CH2:16][CH:15]([C:20](=[O:21])[OH:22])[N:14]([C:12]([O:11][C:7]([CH3:8])([CH3:9])[CH3:10])=[O:13])[CH2:18]1.